This data is from the Open Reaction Database (ORD), a public repository of structured organic reaction records. The task is: describe an organic reaction: reactants, conditions, products, and yield Starting materials: BrC1=C2C3(C(N(C2=CC=C1)CCCCC)=O)COC1=CC2=C(OCCO2)C=C13 (4′-bromo-1′-pentyl-2,3-dihydrospiro[furo[2,3-g][1,4]benzodioxine-8,3′-indol]-2′(1′H)-one), BrC1=C2C3(C(N(C2=CC=C1)C)=O)COC1=CC2=C(OCCO2)C=C13 (4′-bromo-1′-methyl-2,3-dihydrospiro[furo[2,3-g][1,4]benzodioxine-8,3′-indol]-2′(1′H)-one). The product is NC1=C2C3(C(N(C2=CC=C1)CCCCC)=O)COC1=CC2=C(OCCO2)C=C13 (4′-amino-1′-pentyl-2,3-dihydrospiro[furo[2,3-g][1,4]benzodioxine-8,3′-indol]-2′(1′H)-one). As a reaction SMILES: Br[C:2]1[CH:10]=[CH:9][CH:8]=[C:7]2[C:3]=1[C:4]1([C:28]3[C:19](=[CH:20][C:21]4[O:26][CH2:25][CH2:24][O:23][C:22]=4[CH:27]=3)[O:18][CH2:17]1)[C:5](=[O:16])[N:6]2[CH2:11][CH2:12][CH2:13][CH2:14][CH3:15].BrC1C=CC=C2C=1C1(C3C(=CC4OCCOC=4C=3)OC1)C(=O)[N:34]2C>>[NH2:34][C:2]1[CH:10]=[CH:9][CH:8]=[C:7]2[C:3]=1[C:4]1([C:28]3[C:19](=[CH:20][C:21]4[O:26][CH2:25][CH2:24][O:23][C:22]=4[CH:27]=3)[O:18][CH2:17]1)[C:5](=[O:16])[N:6]2[CH2:11][CH2:12][CH2:13][CH2:14][CH3:15]. Reported procedure: Following the procedure described in EXAMPLE 16.19 and making non-critical variations using 4′-bromo-1′-pentyl-2,3-dihydrospiro[furo[2,3-g][1,4]benzodioxine-8,3′-indol]-2′(1′H)-one to replace 4′-bromo-1′-methyl-2,3-dihydrospiro[furo[2,3-g][1,4]benzodioxine-8,3′-indol]-2′(1′H)-one, 4′-amino-1′-pentyl-2,3-dihydrospiro[furo[2,3-g][1,4]benzodioxine-8,3′-indol]-2′(1′H)-one was obtained (79%) as an orange solid: 1H NMR (300 MHz, CDCl3) δ 7.11-7.05 (m, 1H), 6.48 (s, 1H), 6.36-6.32 (m, 3H), 4.78 (s, 2H)...